From a dataset of the Open Reaction Database (ORD), a public repository of structured organic reaction records. describe an organic reaction: reactants, conditions, products, and yield The reactants are C(#N)C1=CC=C(C=C1)N1CC(N(CC1)CC(=O)NC(CC(=O)OCC)CCC1=CC=CC=C1)=O (ethyl 3-{[2-(4-(4-cyanophenyl)-2-oxopiperazino)acetyl]amino}-5-phenylpentanoate), N1CCOCC1 (morpholine). The product is N=C(C1=CC=C(C=C1)N1CC(N(CC1)CC(=O)NC(CC(=O)OCC)CCC1=CC=CC=C1)=O)N1CCOCC1 (Ethyl 3-{[2-{4-{4-[imino(morpholino)methyl]phenyl}-2-oxopiperazino)acetyl]amino)-5-phenylpentanoate). As a reaction SMILES: [C:1]([C:3]1[CH:8]=[CH:7][C:6]([N:9]2[CH2:14][CH2:13][N:12]([CH2:15][C:16]([NH:18][CH:19]([CH2:26][CH2:27][C:28]3[CH:33]=[CH:32][CH:31]=[CH:30][CH:29]=3)[CH2:20][C:21]([O:23][CH2:24][CH3:25])=[O:22])=[O:17])[C:11](=[O:34])[CH2:10]2)=[CH:5][CH:4]=1)#[N:2].[NH:35]1[CH2:40][CH2:39][O:38][CH2:37][CH2:36]1>>[NH:2]=[C:1]([N:35]1[CH2:40][CH2:39][O:38][CH2:37][CH2:36]1)[C:3]1[CH:8]=[CH:7][C:6]([N:9]2[CH2:14][CH2:13][N:12]([CH2:15][C:16]([NH:18][CH:19]([CH2:26][CH2:27][C:28]3[CH:29]=[CH:30][CH:31]=[CH:32][CH:33]=3)[CH2:20][C:21]([O:23][CH2:24][CH3:25])=[O:22])=[O:17])[C:11](=[O:34])[CH2:10]2)=[CH:5][CH:4]=1. Reported procedure: Starting material: intermediate B7 and morpholine. As a reaction SMILES: [CH3:16][CH2:17][OH:18].[CH3:19][CH2:20][O:21][C:22](=[O:23])[CH3:24].[Cl:1][c:2]1[c:3]([N+:11]([O-:12])=[O:13])[c:4]([OH:10])[cH:5][c:6]([O:8][CH3:9])[cH:7]1.[NH2:14][NH2:15]>>[Cl:1][c:2]1[c:3]([NH2:11])[c:4]([OH:10])[cH:5][c:6]([O:8][CH3:9])[cH:7]1. The reactants are CCO, CCOC(C)=O, COc1cc(O)c([N+](=O)[O-])c(Cl)c1, NN. Yields the product COc1cc(O)c(N)c(Cl)c1. The reactants are BrCc1ccccc1, CO, Oc1ccc(I)nc1Cl, [K+], [K+], O=C([O-])[O-]. Yields the product Clc1nc(I)ccc1OCc1ccccc1. RXN SMILES: [Br:16][CH2:17][c:18]1[cH:19][cH:20][cH:21][cH:22][cH:23]1.[CH3:24][OH:25].[Cl:1][c:2]1[n:3][c:4]([I:9])[cH:5][cH:6][c:7]1[OH:8].[K+:10].[K+:11].[O-:12][C:13]([O-:14])=[O:15]>>[Cl:1][c:2]1[n:3][c:4]([I:9])[cH:5][cH:6][c:7]1[O:8][CH2:17][c:18]1[cH:19][cH:20][cH:21][cH:22][cH:23]1. The reactants are FC(C1=CC=C(C=C1)N[C@@H](C(=O)O)C(C)C)(F)F ((R)-2-(4-trifluoromethylphenylamino)-3-methylbutanoic acid), C(#N)[C@H](C1=CC(=CC=C1)OC1=CC=CC=C1)O ((S)-α-cyano-3-phenoxybenzyl alcohol), C1(CCCCC1)N=C=NC1CCCCC1 (dicyclohexylcarbodiimide). The reagents and catalysts are CN(C1=CC=NC=C1)C (4-dimethylaminopyridine). The solvent is C(Cl)(Cl)Cl (CHCl3). Yields the product FC(C1=CC=C(C=C1)N[C@@H](C(=O)O[C@@H](C1=CC(=CC=C1)OC1=CC=CC=C1)C#N)C(C)C)(F)F ((S)-α-cyano-3-phenoxybenzyl (R)-2-(4-trifluoromethylphenylamino)-3-methylbutanoate). RXN SMILES: [F:1][C:2]([F:18])([F:17])[C:3]1[CH:8]=[CH:7][C:6]([NH:9][C@H:10]([CH:14]([CH3:16])[CH3:15])[C:11]([OH:13])=[O:12])=[CH:5][CH:4]=1.[C:19]([C@@H:21](O)[C:22]1[CH:27]=[CH:26][CH:25]=[C:24]([O:28][C:29]2[CH:34]=[CH:33][CH:32]=[CH:31][CH:30]=2)[CH:23]=1)#[N:20].C1(N=C=NC2CCCCC2)CCCCC1>CN(C)C1C=CN=CC=1.C(Cl)(Cl)Cl>[F:1][C:2]([F:17])([F:18])[C:3]1[CH:8]=[CH:7][C:6]([NH:9][C@H:10]([CH:14]([CH3:16])[CH3:15])[C:11]([O:13][C@H:21]([C:19]#[N:20])[C:22]2[CH:27]=[CH:26][CH:25]=[C:24]([O:28][C:29]3[CH:30]=[CH:31][CH:32]=[CH:33][CH:34]=3)[CH:23]=2)=[O:12])=[CH:5][CH:4]=1. Reported procedure: Following the procedure of Example 8, (R)-2-(4-trifluoromethylphenylamino)-3-methylbutanoic acid and (S)-α-cyano-3-phenoxybenzyl alcohol are combined, in the presence of 4-dimethylaminopyridine and dicyclohexylcarbodiimide, to yield (S)-α-cyano-3-phenoxybenzyl (R)-2-(4-trifluoromethylphenylamino)-3-methylbutanoate, specific rotation=+62.1° (c=9 mg/ml in CHCl3). Starting materials: ClC=1C=C2C(C(=CN(C2=CC1Cl)CC)C(=O)O)=O (6,7-dichloro-1-ethyl-4-oxo-1,4-dihydro quinoline-3-carboxylic acid), C(C=C)N1CCNCC1 (1-allylpiperazine), ClCl (chlorine). Run in N1=CC=CC=C1 (pyridine). Reaction conditions: time 2 hour. Product: C(C=C)N1CCN(CC1)C1=C(C=C2C(C(=CN(C2=C1)CC)C(=O)O)=O)Cl (7-(4-allylpiperazinyl)-6-chloro-1-ethyl-4-oxo-1,4-dihydro-quinoline-3-carboxylic acid). The yield is 78.0%. As a reaction SMILES: [Cl:1][C:2]1[CH:3]=[C:4]2[C:9](=[CH:10][C:11]=1Cl)[N:8]([CH2:13][CH3:14])[CH:7]=[C:6]([C:15]([OH:17])=[O:16])[C:5]2=[O:18].[CH2:19]([N:22]1[CH2:27][CH2:26][NH:25][CH2:24][CH2:23]1)[CH:20]=[CH2:21].ClCl>N1C=CC=CC=1>[CH2:19]([N:22]1[CH2:27][CH2:26][N:25]([C:11]2[CH:10]=[C:9]3[C:4]([C:5](=[O:18])[C:6]([C:15]([OH:17])=[O:16])=[CH:7][N:8]3[CH2:13][CH3:14])=[CH:3][C:2]=2[Cl:1])[CH2:24][CH2:23]1)[CH:20]=[CH2:21]. Procedure details: 2 g of 6,7-dichloro-1-ethyl-4-oxo-1,4-dihydro quinoline-3-carboxylic acid, 3.8 g of 1-allylpiperazine and 20 cm3 of pyridine were heated under reflux. After 2 hours, dissolution of the acid was complete; after 11 hours, determination of the ionised chlorine (93% of theory) showed that the reaction was substantially complete. The solution was concentrated to dryness in vacuo, the residue was taken up in water (20 cm3) and the suspension was brought to pH 7.5 by the addition of acetic acid, whilst...